From a dataset of the Open Reaction Database (ORD), a public repository of structured organic reaction records. describe an organic reaction: reactants, conditions, products, and yield Starting materials: FC=1C=C(C(=O)NC2=CC=C(C3=CC=CC=C23)OC2=NC(=NC=C2)S(=O)(=O)C)C=C(C1)N1CCCCC1 (3-fluoro-N-[4-(2-methanesulfonyl-pyrimidin-4-yloxy)-naphthalen-1-yl]-5-piperidin-1-yl-benzamide), COCC(C)N (2-methoxy-1-methylethylamine). Yields the product FC=1C=C(C(=O)NC2=CC=C(C3=CC=CC=C23)OC2=NC(=NC=C2)NC(COC)C)C=C(C1)N1CCCCC1 (3-Fluoro-N-[4-({2-[(2-methoxy-1-methylethyl)amino]pyrimidin-4-yl}oxy)-1-naphthyl]-5-piperidin-1-ylbenzamide). As a reaction SMILES: [F:1][C:2]1[CH:3]=[C:4]([CH:29]=[C:30]([N:32]2[CH2:37][CH2:36][CH2:35][CH2:34][CH2:33]2)[CH:31]=1)[C:5]([NH:7][C:8]1[C:17]2[C:12](=[CH:13][CH:14]=[CH:15][CH:16]=2)[C:11]([O:18][C:19]2[CH:24]=[CH:23][N:22]=[C:21](S(C)(=O)=O)[N:20]=2)=[CH:10][CH:9]=1)=[O:6].[CH3:38][O:39][CH2:40][CH:41]([NH2:43])[CH3:42]>>[F:1][C:2]1[CH:3]=[C:4]([CH:29]=[C:30]([N:32]2[CH2:37][CH2:36][CH2:35][CH2:34][CH2:33]2)[CH:31]=1)[C:5]([NH:7][C:8]1[C:17]2[C:12](=[CH:13][CH:14]=[CH:15][CH:16]=2)[C:11]([O:18][C:19]2[CH:24]=[CH:23][N:22]=[C:21]([NH:43][CH:41]([CH3:42])[CH2:40][O:39][CH3:38])[N:20]=2)=[CH:10][CH:9]=1)=[O:6]. Procedure details: Compound is prepared from 3-fluoro-N-[4-(2-methanesulfonyl-pyrimidin-4-yloxy)-naphthalen-1-yl]-5-piperidin-1-yl-benzamide and 2-methoxy-1-methylethylamine according to conditions described in general procedure C. Mp: 94-95° C.; 1H NMR (400 MHz, DMSO-d6) δ 0.97 (s, 3 H), 1.56-1.61 (m, 6 H), 3.00-3.32 (m, 9 H), 4.10 (s, 1 H), 6.31 (s, 1 H), 6.95-7.03 (m, 2 H), 7.15 (d, J=9.1 Hz, 1 H), 7.38 (d, J=8.0 Hz, 1 H), 7.43 (s, 1 H), 7.50-7.62 (m, 3 H), 7.79-7.82 (m, 1 H), 7.95-7.97 (m, 1 H), 8.20 (s 1 H), ... Starting materials: Cl, [K+], O=[N+]([O-])[O-], [Na+], [OH-], Oc1nc2ccc(C(F)(F)F)cc2nc1O, O=S(=O)(O)O. Yields the product O=[N+]([O-])c1cc2nc(O)c(O)nc2cc1C(F)(F)F. Reaction SMILES: [ClH:22].[K+:21].[N+:17](=[O:18])([O-:19])[O-:20].[Na+:29].[OH-:28].[OH:1][c:2]1[n:3][c:4]2[cH:5][cH:6][c:7]([C:13]([F:14])([F:15])[F:16])[cH:8][c:9]2[n:10][c:11]1[OH:12].[S:23](=[O:24])(=[O:25])([OH:26])[OH:27]>>[OH:1][c:2]1[n:3][c:4]2[cH:5][c:6]([N+:17](=[O:18])[O-:19])[c:7]([C:13]([F:14])([F:15])[F:16])[cH:8][c:9]2[n:10][c:11]1[OH:12]. The product is O=C(CNC(=O)c1cccc(C(F)(F)F)c1)NC1CN(C2CCC(n3ccnc3)CC2)C1. Reactants: O=C(CNC(=O)c1cccc(C(F)(F)F)c1)NC1CNC1, O=C1CCC(n2ccnc2)CC1. As a reaction SMILES: [NH:13]1[CH2:14][CH:15]([NH:17][C:18](=[O:19])[CH2:20][NH:21][C:22]([c:23]2[cH:24][c:25]([C:29]([F:30])([F:31])[F:32])[cH:26][cH:27][cH:28]2)=[O:33])[CH2:16]1.[n:1]1([CH:6]2[CH2:7][CH2:8][C:9](=[O:12])[CH2:10][CH2:11]2)[cH:2][n:3][cH:4][cH:5]1>>[n:1]1([CH:6]2[CH2:7][CH2:8][CH:9]([N:13]3[CH2:14][CH:15]([NH:17][C:18](=[O:19])[CH2:20][NH:21][C:22]([c:23]4[cH:24][c:25]([C:29]([F:30])([F:31])[F:32])[cH:26][cH:27][cH:28]4)=[O:33])[CH2:16]3)[CH2:10][CH2:11]2)[cH:2][n:3][cH:4][cH:5]1. Starting materials: C(#N)C=1C=NC=C(C1)NC(C)C (3-cyano-5-isopropylaminopyridine), Cl (hydrogen chloride), N#CN (cyanamide), Na2HPO4, NaH2PO4, C(CC)O (1-propanol). Reaction conditions: time 17 hour. Yields the product C(#N)N=C(OCCC)C=1C=NC=C(C1)NC(C)C (propyl N-cyano-5-isopropylamino-3-pyridinecarboximidate). Isolated yield 44.0%. RXN SMILES: [C:1]([C:3]1[CH:4]=[N:5][CH:6]=[C:7]([NH:9][CH:10]([CH3:12])[CH3:11])[CH:8]=1)#[N:2].Cl.N#[C:15][NH2:16].[CH2:17]([OH:20])[CH2:18][CH3:19]>>[C:15]([N:2]=[C:1]([C:3]1[CH:4]=[N:5][CH:6]=[C:7]([NH:9][CH:10]([CH3:12])[CH3:11])[CH:8]=1)[O:20][CH2:17][CH2:18][CH3:19])#[N:16]. Reported procedure: Into a solution of 3-cyano-5-isopropylaminopyridine (118 mg, 0.73 mmol) in 1-propanol (20 ml) was passed hydrogen chloride gas under ice-cooling for 30 minutes. The reactor was tight sealed, and the mixture was stirred at room temperature for 17 hours. After the reaction was completed, the reaction mixture was concentrated under reduced pressure, and the residue was neutralized with a saturated sodium carbonate solution and extracted with chloroform (50 ml×3). The chloroform layer was dried over... Starting materials: CCOC(=O)c1nc(C)c2cc(Br)ccc2n1, CCOC(C)=O, CC(C)c1onc(-c2c(Cl)cccc2Cl)c1COc1ccc(B2OC(C)(C)C(C)(C)O2)cc1, [K+], [K+], [K+], C1COCCO1, O, O=P([O-])([O-])[O-], c1ccc(P(c2ccccc2)c2ccccc2)cc1. Yields the product CCOC(=O)c1nc(C)c2cc(-c3ccc(OCc4c(-c5c(Cl)cccc5Cl)noc4C(C)C)cc3)ccc2n1. RXN SMILES: [Br:1][c:2]1[cH:3][c:4]2[c:5]([CH3:17])[n:6][c:7]([C:12](=[O:13])[O:14][CH2:15][CH3:16])[n:8][c:9]2[cH:10][cH:11]1.[CH3:78][CH2:79][O:80][C:81](=[O:82])[CH3:83].[Cl:18][c:19]1[c:20](-[c:26]2[n:27][o:28][c:29]([CH:48]([CH3:49])[CH3:50])[c:30]2[CH2:31][O:32][c:33]2[cH:34][cH:35][c:36]([B:39]3[O:40][C:41]([CH3:42])([CH3:43])[C:44]([CH3:45])([CH3:46])[O:47]3)[cH:37][cH:38]2)[c:21]([Cl:25])[cH:22][cH:23][cH:24]1.[K+:75].[K+:76].[K+:77].[O:85]1[CH2:86][CH2:87][O:88][CH2:89][CH2:90]1.[OH2:84].[P:70]([O-:71])([O-:72])([O-:73])=[O:74].[c:51]1([P:52]([c:53]2[cH:54][cH:55][cH:56][cH:57][cH:58]2)[c:59]2[cH:60][cH:61][cH:62][cH:63][cH:64]2)[cH:65][cH:66][cH:67][cH:68][cH:69]1>>[c:2]1(-[c:36]2[cH:35][cH:34][c:33]([O:32][CH2:31][c:30]3[c:26](-[c:20]4[c:19]([Cl:18])[cH:24][cH:23][cH:22][c:21]4[Cl:25])[n:27][o:28][c:29]3[CH:48]([CH3:49])[CH3:50])[cH:38][cH:37]2)[cH:3][c:4]2[c:5]([CH3:17])[n:6][c:7]([C:12](=[O:13])[O:14][CH2:15][CH3:16])[n:8][c:9]2[cH:10][cH:11]1. Starting materials: OBO, C#CCCCCCCCCC(=O)O, C=[N+]=[N-]. Yields the product C#CCCCCCCCCC(=O)OC. RXN SMILES: [BH:17]([OH:18])[OH:19].[C:1]([CH2:2][CH2:3][CH2:4][CH2:5][CH2:6][CH2:7][CH2:8][CH2:9][C:10]#[CH:11])(=[O:12])[OH:13].[N+:14](=[N-:15])=[CH2:16]>>[C:1]([CH2:2][CH2:3][CH2:4][CH2:5][CH2:6][CH2:7][CH2:8][CH2:9][C:10]#[CH:11])(=[O:12])[O:13][CH3:16]. The reactants are C(C1=CC=CC=C1)OC(=O)C[C@@H](C(=O)O)N1C(C2=CC=CC=C2C1=O)=O ((S)-3-((benzyloxy)carbonyl)-2-(1,3-dioxoisoindolin-2-yl)propanoic acid), C(C(C)C)OC(=O)Cl (iso-butylchloroformate), [BH4-].[Na+] (NaBH4), C(C1=CC=CC=C1)OC(=O)C[C@@H](C(=O)O)N1C(C2=CC=CC=C2C1=O)=O ((S)-3-((benzyloxy)carbonyl)-2-(1,3-dioxoisoindolin-2-yl)propanoic acid), CN1CCOCC1 (N-methylmorpholine). Solvent: O (water), O (water), C1CCOC1 (THF). Conditions: temperature -15 celsius, time 5 minute. Product: OC[C@H](CC(=O)OCC1=CC=CC=C1)N1C(C2=CC=CC=C2C1=O)=O ((S)-benzyl 4-hydroxy-3-(1,3-dioxoisoindolin-2-yl)butanoate). Yield: 92.2%. RXN SMILES: [CH2:1]([O:8][C:9]([CH2:11][C@H:12]([N:16]1[C:24](=[O:25])[C:23]2[C:18](=[CH:19][CH:20]=[CH:21][CH:22]=2)[C:17]1=[O:26])[C:13](O)=[O:14])=[O:10])[C:2]1[CH:7]=[CH:6][CH:5]=[CH:4][CH:3]=1.CN1CCOCC1.C(OC(Cl)=O)C(C)C.[BH4-].[Na+]>C1COCC1.O>[OH:14][CH2:13][C@@H:12]([N:16]1[C:17](=[O:26])[C:18]2[C:23](=[CH:22][CH:21]=[CH:20][CH:19]=2)[C:24]1=[O:25])[CH2:11][C:9]([O:8][CH2:1][C:2]1[CH:7]=[CH:6][CH:5]=[CH:4][CH:3]=1)=[O:10] |f:3.4|. Procedure details: To a stirred solution of (S)-3-((benzyloxy)carbonyl)-2-(1,3-dioxoisoindolin-2-yl)propanoic acid (compound 7-2, 6.07 mmol) in 30 mL of dry THF at −15° C. were successively added N-methylmorpholine (6.07 mmol), iso-butylchloroformate (6.07 mmol). After stirring for 5 min at −15° C., a solution of NaBH4 (689 mg, 18.21 mmol) in 2.73 mL of water were added at once. The reaction was stirred at −15° C. for 2 min, then hydrolyzed with water (30 mL). Extracted with EtOAc (×3), washed with water (×3), bri... Reactants: O=C(NCC(F)(F)F)C1(CCCCBr)c2ccccc2Oc2ccccc21, c1ccc2sc(N3CCNCC3)nc2c1. Product: O=C(NCC(F)(F)F)C1(CCCCN2CCN(c3nc4ccccc4s3)CC2)c2ccccc2Oc2ccccc21. Reaction SMILES: [F:1][C:2]([CH2:3][NH:4][C:5](=[O:6])[C:7]1([CH2:21][CH2:22][CH2:23][CH2:24][Br:25])[c:8]2[cH:9][cH:10][cH:11][cH:12][c:13]2[O:14][c:15]2[cH:16][cH:17][cH:18][cH:19][c:20]21)([F:26])[F:27].[N:28]1([c:34]2[s:35][c:36]3[c:37]([n:38]2)[cH:39][cH:40][cH:41][cH:42]3)[CH2:29][CH2:30][NH:31][CH2:32][CH2:33]1>>[F:1][C:2]([CH2:3][NH:4][C:5](=[O:6])[C:7]1([CH2:21][CH2:22][CH2:23][CH2:24][N:31]2[CH2:30][CH2:29][N:28]([c:34]3[s:35][c:36]4[c:37]([n:38]3)[cH:39][cH:40][cH:41][cH:42]4)[CH2:33][CH2:32]2)[c:8]2[cH:9][cH:10][cH:11][cH:12][c:13]2[O:14][c:15]2[cH:16][cH:17][cH:18][cH:19][c:20]21)([F:26])[F:27]. Reactants: O=CO, O=C(O)CCC(=O)c1ccc(-c2ccc(F)cc2)cc1, [Na+], C1CCOC1, [OH-], O, O=S(=O)(O)O. Product: O=C(O)CCC(O)c1ccc(-c2ccc(F)cc2)cc1. RXN SMILES: [CH:34]([OH:35])=[O:36].[F:1][c:2]1[cH:3][cH:4][c:5](-[c:8]2[cH:9][cH:10][c:11]([C:14]([CH2:15][CH2:16][C:17](=[O:18])[OH:19])=[O:20])[cH:12][cH:13]2)[cH:6][cH:7]1.[Na+:28].[O:29]1[CH2:30][CH2:31][CH2:32][CH2:33]1.[OH-:27].[OH2:21].[S:22](=[O:23])(=[O:24])([OH:25])[OH:26]>>[F:1][c:2]1[cH:3][cH:4][c:5](-[c:8]2[cH:9][cH:10][c:11]([CH:14]([CH2:15][CH2:16][C:17](=[O:18])[OH:19])[OH:20])[cH:12][cH:13]2)[cH:6][cH:7]1.